This data is from the Open Reaction Database (ORD), a public repository of structured organic reaction records. The task is: describe an organic reaction: reactants, conditions, products, and yield Reactants: CCCC#N, CN(C)C1=CC(=O)OC1, FC(F)CNCc1ccc(Cl)nc1, [K+], O=S(=O)([O-])O. Product: O=C1C=C(N(Cc2ccc(Cl)nc2)CC(F)F)CO1. Reaction SMILES: [CH3:29][CH2:30][CH2:31][C:32]#[N:33].[CH3:7][N:8]([C:9]1=[CH:10][C:11](=[O:14])[O:12][CH2:13]1)[CH3:15].[Cl:16][c:17]1[cH:18][cH:19][c:20]([CH2:23][NH:24][CH2:25][CH:26]([F:27])[F:28])[cH:21][n:22]1.[K+:6].[S:1]([O-:2])([OH:3])(=[O:4])=[O:5]>>[C:9]1([N:24]([CH2:23][c:20]2[cH:19][cH:18][c:17]([Cl:16])[n:22][cH:21]2)[CH2:25][CH:26]([F:27])[F:28])=[CH:10][C:11](=[O:14])[O:12][CH2:13]1. Starting materials: O1CCOCC1 (dioxane), C(C(=C)C)(=O)OC (methyl methacrylate), C(C(=C)C)(=O)OCC1CO1 (glycidyl methacrylate), O1CCOCC1 (dioxane). Reagents/catalysts: N(=NC(C#N)(C)C)C(C#N)(C)C (azobisisobutyronitrile). The solvent is O (water). The product is C(C(=C)C)(=O)OC.C(C(=C)C)(=O)OCC1CO1 (methyl methacrylate glycidyl methacrylate). The yield is 253.4%. RXN SMILES: [C:1]([O:6][CH3:7])(=[O:5])[C:2]([CH3:4])=[CH2:3].[C:8]([O:13][CH2:14][CH:15]1[O:17][CH2:16]1)(=[O:12])[C:9]([CH3:11])=[CH2:10].O1CCOCC1>N(C(C)(C)C#N)=NC(C)(C)C#N.O>[C:1]([O:6][CH3:7])(=[O:5])[C:2]([CH3:4])=[CH2:3].[C:8]([O:13][CH2:14][CH:15]1[O:17][CH2:16]1)(=[O:12])[C:9]([CH3:11])=[CH2:10] |f:5.6|. Procedure details: A 500 ml. four-necked flask equipped with a stirrer, a condenser, a thermometer and a nitrogen introducing tube was charged with 85 g of methyl methacrylate, 21.3 g of glycidyl methacrylate, 100 ml of dioxane and 0.70 g of azobisisobutyronitrile, and the monomers were polymerized at 60° C. for 6 hours. After the reaction, 300 ml of dioxane was added to dilute the reaction mixture. The diluted mixture was poured into 3 liters of water with stirring to re-precipitate it. The precipitate was separa... The reagents and catalysts are C=1C=CC(=CC1)[P](C=2C=CC=CC2)(C=3C=CC=CC3)[Pd]([P](C=4C=CC=CC4)(C=5C=CC=CC5)C=6C=CC=CC6)([P](C=7C=CC=CC7)(C=8C=CC=CC8)C=9C=CC=CC9)[P](C=1C=CC=CC1)(C=1C=CC=CC1)C=1C=CC=CC1 (Pd(PPh3)4), [Cl-].[Zn+2].[Cl-] (zinc chloride). Reaction conditions: temperature -30 celsius, time 1 hour. As a reaction SMILES: [CH:1]([N:4]1[CH:8]=[N:7][C:6]([CH3:9])=[N:5]1)([CH3:3])[CH3:2].C(N1C(C)=NC=N1)(C)C.C([Li])CCC.[Br:24][C:25]1[CH:26]=[CH:27][C:28]2[O:37][CH2:36][CH2:35][N:34]3[C:30](=[N:31][C:32](I)=[CH:33]3)[C:29]=2[CH:39]=1>C1COCC1.[Cl-].[Zn+2].[Cl-].C1C=CC([P]([Pd]([P](C2C=CC=CC=2)(C2C=CC=CC=2)C2C=CC=CC=2)([P](C2C=CC=CC=2)(C2C=CC=CC=2)C2C=CC=CC=2)[P](C2C=CC=CC=2)(C2C=CC=CC=2)C2C=CC=CC=2)(C2C=CC=CC=2)C2C=CC=CC=2)=CC=1>[Br:24][C:25]1[CH:26]=[CH:27][C:28]2[O:37][CH2:36][CH2:35][N:34]3[C:30](=[N:31][C:32]([C:8]4[N:4]([CH:1]([CH3:3])[CH3:2])[N:5]=[C:6]([CH3:9])[N:7]=4)=[CH:33]3)[C:29]=2[CH:39]=1 |f:5.6.7,^1:51,53,72,91|. Reported procedure: A solution of 1-isopropyl-3-methyl-1H-[1,2,4]triazole (in a 6:4 mixture with 1-isopropyl-5-methyl-1H-[1,2,4]triazole, 0.75 g, 3.6 mmol) in THF (10 mL) was cooled to −25° C. and treated with n-butyllithium (2.5M in hexanes, 1.45 mL, 3.63 mmol) over 5 min under a nitrogen atmosphere and then stirred at this temperature for 1 h. The mixture was then cooled to −30° C. and a solution of zinc chloride (0.5M in THF, 4.22 mL, 2.11 mmol) was added over 5 min. The reaction mixture was stirred between −20°... Reactants: BrC=1C=CC2=C(C3=NC(=CN3CCO2)I)C1 (9-bromo-2-iodo-4,5-dihydro-6-oxa-1,3a-diazabenzo[e]azulene), C(C)(C)N1N=C(N=C1)C (1-isopropyl-3-methyl-1H-[1,2,4]triazole), C(C)(C)N1N=CN=C1C (1-isopropyl-5-methyl-1H-[1,2,4]triazole), C(CCC)[Li] (n-butyllithium). Solvent: C1CCOC1 (THF), C1CCOC1 (THF). The product is BrC=1C=CC2=C(C3=NC(=CN3CCO2)C=2N(N=C(N2)C)C(C)C)C1 (9-Bromo-2-(2-isopropyl-5-methyl-2H-[1,2,4]triazol-3-yl)-4,5-dihydro-6-oxa-1,3a-diazabenzo[e]azulene). Yield: 22.0%.